Dataset: the Open Reaction Database (ORD), a public repository of structured organic reaction records. Task: describe an organic reaction: reactants, conditions, products, and yield The reactants are [Si](C)(C)(C(C)(C)C)C#CC1=CC=C(CCNC(C)=O)C=C1 (N-(4-((tert-butyldimethylsilyl)ethynyl)phenethyl)acetamide), CCCC[N+](CCCC)(CCCC)CCCC.[F-] (TBAF). Run in C(Cl)Cl (DCM). Product: C(#C)C1=CC=C(CCNC(C)=O)C=C1 (N-(4-Ethynylphenethyl)acetamide). RXN SMILES: [Si]([C:8]#[C:9][C:10]1[CH:21]=[CH:20][C:13]([CH2:14][CH2:15][NH:16][C:17](=[O:19])[CH3:18])=[CH:12][CH:11]=1)(C(C)(C)C)(C)C.CCCC[N+](CCCC)(CCCC)CCCC.[F-]>C(Cl)Cl>[C:9]([C:10]1[CH:21]=[CH:20][C:13]([CH2:14][CH2:15][NH:16][C:17](=[O:19])[CH3:18])=[CH:12][CH:11]=1)#[CH:8] |f:1.2|. Procedure details: To 2.20 g (7.30 mmol) N-(4-((tert-butyldimethylsilyl)ethynyl)phenethyl)acetamide (I56.1) in 30 mL DCM are added 2.24 g (8.03 mmol) TBAF*H2O and the mixture is stirred at r.t. over night. The mixture is washed with water (2×). The organic layer is dried with Na2SO4 and the solvent is removed in vacuo. The crude product is purified by column chromatography (silica gel, DCM/MeOH 10/0→20/1). Starting materials: CN(CCN=CC1=C2N=C3C(=CC=C(C3=NC2=C(C(=C1O)C)O)C(=O)OC)O)C (6-[[[2-(Dimethylamino)ethyl]imino]methyl]-4,7,9-trihydroxy-8-methyl-1-phenazinecarboxylic acid, methyl ester), CS(=O)(=O)O (methanesulfonic acid). The solvent is O (water). The product is CS(=O)(=O)O.CN(CCN=CC1=C2N=C3C(=CC=C(C3=NC2=C(C(=C1O)C)O)C(=O)OC)O)C (6-[[[2-(dimethylamino)ethyl]imino]methyl]-4,7,9-trihydroxy-8-methyl-1-phenazinecarboxylic acid, methyl ester, methanesulfonate salt). As a reaction SMILES: [CH3:1][N:2]([CH3:29])[CH2:3][CH2:4][N:5]=[CH:6][C:7]1[C:20]([OH:21])=[C:19]([CH3:22])[C:18]([OH:23])=[C:17]2[C:8]=1[N:9]=[C:10]1[C:15](=[N:16]2)[C:14]([C:24]([O:26][CH3:27])=[O:25])=[CH:13][CH:12]=[C:11]1[OH:28].[CH3:30][S:31]([OH:34])(=[O:33])=[O:32]>O>[CH3:30][S:31]([OH:34])(=[O:33])=[O:32].[CH3:29][N:2]([CH3:1])[CH2:3][CH2:4][N:5]=[CH:6][C:7]1[C:20]([OH:21])=[C:19]([CH3:22])[C:18]([OH:23])=[C:17]2[C:8]=1[N:9]=[C:10]1[C:15](=[N:16]2)[C:14]([C:24]([O:26][CH3:27])=[O:25])=[CH:13][CH:12]=[C:11]1[OH:28] |f:3.4|. Reported procedure: 6-[[[2-(Dimethylamino)ethyl]imino]methyl]-4,7,9-trihydroxy-8-methyl-1-phenazinecarboxylic acid, methyl ester (468 mg, 1.177 mmol) was stirred at room temperature with methanesulfonic acid (125 mg, 1.3 mmol) in 20 ml of water until dissolution was complete. Reactants: ethyl-3,5-dihydroxy benzoate, C(C)OC(C1=CC(=CC(=C1)O)O)=O (Ethyl-3,5-dihydroxy-benzoate), C([O-])([O-])=O.[K+].[K+] (potassium carbonate), C(C1=CC=CC=C1)Br (benzyl bromide), [K+].[Br-] (KBr). The solvent is CC(=O)C (acetone). Conditions: time 9 hour. Product: C(C)OC(C1=CC(=CC(=C1)OCC1=CC=CC=C1)OCC1=CC=CC=C1)=O (Ethyl-3,5-dibenzyloxy-benzoate). As a reaction SMILES: [CH2:1]([O:3][C:4](=[O:13])[C:5]1[CH:10]=[C:9]([OH:11])[CH:8]=[C:7]([OH:12])[CH:6]=1)[CH3:2].C(=O)([O-])[O-].[K+].[K+].[CH2:20](Br)[C:21]1[CH:26]=[CH:25][CH:24]=[CH:23][CH:22]=1.[K+].[Br-]>CC(C)=O>[CH2:1]([O:3][C:4](=[O:13])[C:5]1[CH:10]=[C:9]([O:11][CH2:20][C:21]2[CH:26]=[CH:25][CH:24]=[CH:23][CH:22]=2)[CH:8]=[C:7]([O:12][CH2:4][C:5]2[CH:10]=[CH:9][CH:8]=[CH:7][CH:6]=2)[CH:6]=1)[CH3:2] |f:1.2.3,5.6|. Procedure details: To a solution of ethyl-3,5-dihydroxy benzoate, 3 (16.8 g, 92 mmol) in acetone (350 mL) were added potassium carbonate (27.6 g, 200 mmol) and benzyl bromide (23.8 mL, 200 mmol) and stirred at room temperature for 9 h. Reaction mixture was filtered, concentrated on rotavapor and the crude product purified by column chromatography to afford 8. Yield 24.7 g (74%); mp 63-65° C.; MS (FAB) 363 (M++1); IR (KBr) 1824, 1708; 1H NMR (200 MHz, CDCl3) δ 7.34-7.35 (m, 10H), 7.30 (d, J=2.3 Hz, 2H), 6.79 (t, J=... The reactants are C(#N)[BH3-].[Na+] (Sodium cyanoborohydride), ClC1=C(C=CC=C1)N1C(=NC2=CC=C(C=C2C1=O)F)C=O (3-(2-chloro-phenyl)-6-fluoro-3,4-dihydro-quinazolin-4-one-2-carboxaldehyde), FC1=C(N)C=CC=C1 (2-fluoroaniline), C(C)(=O)O (acetic acid). Run in CO (methanol), O (water). Reaction conditions: time 1.5 hour. Product: ClC1=C(C=CC=C1)N1C(=NC2=CC=C(C=C2C1=O)F)CNC1=C(C=CC=C1)F (3-(2-chloro-phenyl)-6-fluoro-2-[(2-fluoro-phenylamino)-methyl]-3H-quinazolin-4-one). Isolated yield 76.2%. Reaction SMILES: [Cl:1][C:2]1[CH:7]=[CH:6][CH:5]=[CH:4][C:3]=1[N:8]1[C:17](=[O:18])[C:16]2[C:11](=[CH:12][CH:13]=[C:14]([F:19])[CH:15]=2)[N:10]=[C:9]1[CH:20]=O.[F:22][C:23]1[CH:29]=[CH:28][CH:27]=[CH:26][C:24]=1[NH2:25].C(O)(=O)C.C([BH3-])#N.[Na+]>CO.O>[Cl:1][C:2]1[CH:7]=[CH:6][CH:5]=[CH:4][C:3]=1[N:8]1[C:17](=[O:18])[C:16]2[C:11](=[CH:12][CH:13]=[C:14]([F:19])[CH:15]=2)[N:10]=[C:9]1[CH2:20][NH:25][C:24]1[CH:26]=[CH:27][CH:28]=[CH:29][C:23]=1[F:22] |f:3.4|. Reported procedure: A mixture of 3-(2-chloro-phenyl)-6-fluoro-3,4-dihydro-quinazolin-4-one-2-carboxaldehyde (0.10 g, 0.33 mmol), 2-fluoroaniline (0.064 mL, 0.66 mmol) and acetic acid (0.038 mL, 0.66 mmol) in methanol (10 mL) was stirred 1.5 hours at ambient temperature. Sodium cyanoborohydride (0.083 g, 1.32 mmol) was added and the reaction was stirred overnight. The reaction was diluted with water and concentrated to remove most of the methanol. The milky white liquid residue was treated with saturated aqueous bic... The reactants are FC1=CC=C2C(=CN(C2=C1)S(=O)(=O)C1=CC=CC=C1)C=1C=NN(C1)C(=O)OC(C)(C)C (tert-butyl 4-(6-fluoro-1-(phenylsulfonyl)-1H-indol-3-yl)-1H-pyrazole-1-carboxylate), IC1=CN(C2=CC(=CC=C12)C(F)(F)F)S(=O)(=O)C1=CC=CC=C1 (3-iodo-1-(phenylsulfonyl)-6-(trifluoromethyl)-1H-indole), IC1=CN(C2=CC(=CC=C12)C(F)(F)F)S(=O)(=O)C1=CC=CC=C1 (3-iodo-1-(phenylsulfonyl)-6-(trifluoromethyl)-1H-indole). The product is C1(=CC=CC=C1)S(=O)(=O)N1C=C(C2=CC=C(C=C12)C(F)(F)F)C=1C=NN(C1)C(=O)OC(C)(C)C (tert-butyl 4-(1-(phenylsulfonyl)-6-(trifluoromethyl)-1H-indol-3-yl)-1H-pyrazole-1-carboxylate). Reaction SMILES: F[C:2]1[CH:10]=[C:9]2[C:5]([C:6]([C:20]3[CH:21]=[N:22][N:23]([C:25]([O:27][C:28]([CH3:31])([CH3:30])[CH3:29])=[O:26])[CH:24]=3)=[CH:7][N:8]2[S:11]([C:14]2[CH:19]=[CH:18][CH:17]=[CH:16][CH:15]=2)(=[O:13])=[O:12])=[CH:4][CH:3]=1.IC1C2C(=CC([C:42]([F:45])([F:44])[F:43])=CC=2)N(S(C2C=CC=CC=2)(=O)=O)C=1>>[C:14]1([S:11]([N:8]2[C:9]3[C:5](=[CH:4][CH:3]=[C:2]([C:42]([F:45])([F:44])[F:43])[CH:10]=3)[C:6]([C:20]3[CH:21]=[N:22][N:23]([C:25]([O:27][C:28]([CH3:31])([CH3:30])[CH3:29])=[O:26])[CH:24]=3)=[CH:7]2)(=[O:12])=[O:13])[CH:15]=[CH:16][CH:17]=[CH:18][CH:19]=1. Reported procedure: Following the general method as outlined in Intermediate 4, starting from 3-iodo-1-(phenylsulfonyl)-6-(trifluoromethyl)-1H-indole (Intermediate 40; 300 mg; 0.66 mmol) 0.40 g (94%) of the title compound was obtained as a black oil, which was used directly without further purification. Starting materials: C(C1=CC=CC=C1)OC(NC1=CC=C(C=C1)C(CN1C(=NC2=C1C=CC=C2)C2=NON=C2NCCC#N)=O)=O ([4-(2-{2-[4-(2-cyano-ethylamino)-furazan-3-yl]-benzoimidazol-1-yl}-acetyl)-phenyl]-carbamic acid benzyl ester), C(C)(=O)OCC.CO (ethyl acetate methanol). Reagents/catalysts: [Pd] (palladium on carbon). Solvent: C(C)(=O)OCC (ethyl acetate), CO (methanol), 7/5. Run at time 3 hour. Yields the product NC1=CC=C(C=C1)C(CN1C(=NC2=C1C=CC=C2)C=2C(=NON2)NCCC#N)=O (3-(4-{1-[2-(4-Amino-phenyl)-2-oxo-ethyl]-1H-benzoimidazol-2-yl}-furazan-3-ylamino)-propionitrile). Isolated yield 73.5%. As a reaction SMILES: C(OC(=O)[NH:10][C:11]1[CH:16]=[CH:15][C:14]([C:17](=[O:38])[CH2:18][N:19]2[C:23]3[CH:24]=[CH:25][CH:26]=[CH:27][C:22]=3[N:21]=[C:20]2[C:28]2[C:32]([NH:33][CH2:34][CH2:35][C:36]#[N:37])=[N:31][O:30][N:29]=2)=[CH:13][CH:12]=1)C1C=CC=CC=1.C(OCC)(=O)C.CO>C(OCC)(=O)C.CO.[Pd]>[NH2:10][C:11]1[CH:12]=[CH:13][C:14]([C:17](=[O:38])[CH2:18][N:19]2[C:23]3[CH:24]=[CH:25][CH:26]=[CH:27][C:22]=3[N:21]=[C:20]2[C:28]2[C:32]([NH:33][CH2:34][CH2:35][C:36]#[N:37])=[N:31][O:30][N:29]=2)=[CH:15][CH:16]=1 |f:1.2|. Reported procedure: To a suspension of 6.4 g of [4-(2-{2-[4-(2-cyano-ethylamino)-furazan-3-yl]-benzoimidazol-1-yl}-acetyl)-phenyl]-carbamic acid benzyl ester (12.3 mmol, 1 eq) in a mixture of 700 ml of ethyl acetate and 500 ml of methanol are added 1.3 g of 10% palladium on carbon. The reaction mixture is stirred for 3 h under hydrogen atmosphere (1 atm) at room temperature. Then it is filtered through celite and concentrated under reduced pressure to give the crude product as a light yellow solid, which is suspend...